describe an organic reaction: reactants, conditions, products, and yield From a dataset of the Open Reaction Database (ORD), a public repository of structured organic reaction records. The reactants are COC(=O)c1ccccc1C1OOCC1N, [I-], [K+], O=N[O-], [Na+], O, O=S(=O)(O)O. The product is COC(=O)c1ccccc1C1OOCC1I. As a reaction SMILES: [CH3:1][O:2][C:3]([c:4]1[cH:5][cH:6][cH:7][cH:8][c:9]1[CH:10]1[O:11][O:12][CH2:13][CH:14]1[NH2:15])=[O:16].[I-:22].[K+:21].[N:17]([O-:18])=[O:19].[Na+:20].[OH2:28].[S:23](=[O:24])(=[O:25])([OH:26])[OH:27]>>[CH3:1][O:2][C:3]([c:4]1[cH:5][cH:6][cH:7][cH:8][c:9]1[CH:10]1[O:11][O:12][CH2:13][CH:14]1[I:22])=[O:16]. The reactants are C1CCOC1, COC(=O)C(Cc1ccc(OCCCOc2ccc(-c3ccccc3)cc2)cc1F)OC, [Li+], [OH-], O. The product is COC(Cc1ccc(OCCCOc2ccc(-c3ccccc3)cc2)cc1F)C(=O)O. RXN SMILES: [CH2:35]1[O:36][CH2:37][CH2:38][CH2:39]1.[CH3:3][O:4][C:5]([CH:6]([CH2:7][c:8]1[c:9]([F:31])[cH:10][c:11]([O:14][CH2:15][CH2:16][CH2:17][O:18][c:19]2[cH:20][cH:21][c:22](-[c:25]3[cH:26][cH:27][cH:28][cH:29][cH:30]3)[cH:23][cH:24]2)[cH:12][cH:13]1)[O:32][CH3:33])=[O:34].[Li+:1].[OH-:2].[OH2:40]>>[O:4]=[C:5]([CH:6]([CH2:7][c:8]1[c:9]([F:31])[cH:10][c:11]([O:14][CH2:15][CH2:16][CH2:17][O:18][c:19]2[cH:20][cH:21][c:22](-[c:25]3[cH:26][cH:27][cH:28][cH:29][cH:30]3)[cH:23][cH:24]2)[cH:12][cH:13]1)[O:32][CH3:33])[OH:34]. The reactants are BrB(Br)Br, COc1ccc(Br)c(C=O)c1, ClCCl. Yields the product O=Cc1cc(O)ccc1Br. As a reaction SMILES: [B:12]([Br:13])([Br:14])[Br:15].[Br:1][c:2]1[c:3]([CH:4]=[O:5])[cH:6][c:7]([O:10][CH3:11])[cH:8][cH:9]1.[Cl:16][CH2:17][Cl:18]>>[Br:1][c:2]1[c:3]([CH:4]=[O:5])[cH:6][c:7]([OH:10])[cH:8][cH:9]1. Procedure: 20 ml of acetic anhydride were added dropwise at room temperature to solutio of 7.8 of 4-ethoxy-2.5-dimethylpyridine 1-oxide in 30 ml of chloroform. After boiling under reflux for 3 hours the solution was evaporated, the residue was dissolved in 50 ml of toluene and again evaporated. The residue was taken up in 50 ml of ethyl acetate, whereupon the solution was extracted three times with 20 ml of saturated sodium bicarbonate solution. The organic phase was dried over sodium sulfate and evaporate... Run in C(Cl)(Cl)Cl (chloroform). RXN SMILES: [C:1]([O:4][C:5](=[O:7])[CH3:6])(=O)[CH3:2].[CH2:8]([O:10][C:11]1[C:16]([CH3:17])=[CH:15][N+:14]([O-])=C(C)[CH:12]=1)[CH3:9]>C(Cl)(Cl)Cl>[C:5]([O:4][CH2:1][C:2]1[CH:12]=[C:11]([O:10][CH2:8][CH3:9])[C:16]([CH3:17])=[CH:15][N:14]=1)(=[O:7])[CH3:6]. Reactants: C(C)(=O)OC(C)=O (acetic anhydride), C(C)OC1=CC(=[N+](C=C1C)[O-])C (4-ethoxy-2.5-dimethylpyridine 1-oxide). Yields the product C(C)(=O)OCC1=NC=C(C(=C1)OCC)C ((4-ethoxy-5-methyl-2-pyridyl)methyl acetate). The reactants are [Al+3], O=C(Br)CBr, [Cl-], [Cl-], [Cl-], CCOC(=O)C(C)(C)Oc1cccc(Cl)c1, ClCCCl. The product is CCOC(=O)C(C)(C)Oc1ccc(C(=O)CBr)c(Cl)c1. RXN SMILES: [Al+3:2].[Br:5][CH2:6][C:7](=[O:8])[Br:9].[Cl-:1].[Cl-:3].[Cl-:4].[Cl:10][c:11]1[cH:12][c:13]([O:14][C:15]([C:16](=[O:17])[O:18][CH2:19][CH3:20])([CH3:21])[CH3:22])[cH:23][cH:24][cH:25]1.[Cl:26][CH2:27][CH2:28][Cl:29]>>[Br:5][CH2:6][C:7](=[O:8])[c:25]1[c:11]([Cl:10])[cH:12][c:13]([O:14][C:15]([C:16](=[O:17])[O:18][CH2:19][CH3:20])([CH3:21])[CH3:22])[cH:23][cH:24]1. Reported procedure: A solution of 300 mg (0.49 mm) of diethyl N-[4-{1-hydroxy-3-(2-pivaloylamino-4-hydroxy-5,6,7,8-tetrahydropyrido[2,3-d]pyrimidin-6-yl)prop-2-yl}benzoyl]glutamate in 9 ml of 1N aqueous sodium hydroxide was stirred under nitrogen at ambient temperature for 72 hours. The reaction mixture was rendered slightly acidic (pH=~4) with 1N hydrochloric acid and filtered. The solid thus collected was washed with water (5 ml) and cold ethanol (5 ml) and dried to give 180 mg (78%) of N-[4-{1-hydroxy-3-(2-amino... The yield is 77.8%. The solvent is [OH-].[Na+] (sodium hydroxide). Starting materials: OCC(CC1CC2=C(N=C(N=C2O)NC(C(C)(C)C)=O)NC1)C1=CC=C(C(=O)N[C@@H](CCC(=O)OCC)C(=O)OCC)C=C1 (diethyl N-[4-{1-hydroxy-3-(2-pivaloylamino-4-hydroxy-5,6,7,8-tetrahydropyrido[2,3-d]pyrimidin-6-yl)prop-2-yl}benzoyl]glutamate), Cl (hydrochloric acid). Yields the product OCC(CC1CC2=C(N=C(N=C2O)N)NC1)C1=CC=C(C(=O)N[C@@H](CCC(=O)O)C(=O)O)C=C1 (N-[4-{1-hydroxy-3-(2-amino-4-hydroxy-5,6,7,8-tetrahydropyrido[2,3-d]pyrimidin-6-yl)prop-2-yl}benzoyl]glutamic acid). Reaction SMILES: [OH:1][CH2:2][CH:3]([C:23]1[CH:44]=[CH:43][C:26]([C:27]([NH:29][C@H:30]([C:38]([O:40]CC)=[O:39])[CH2:31][CH2:32][C:33]([O:35]CC)=[O:34])=[O:28])=[CH:25][CH:24]=1)[CH2:4][CH:5]1[CH2:22][NH:21][C:8]2[N:9]=[C:10]([NH:14]C(=O)C(C)(C)C)[N:11]=[C:12]([OH:13])[C:7]=2[CH2:6]1.Cl>[OH-].[Na+]>[OH:1][CH2:2][CH:3]([C:23]1[CH:44]=[CH:43][C:26]([C:27]([NH:29][C@H:30]([C:38]([OH:40])=[O:39])[CH2:31][CH2:32][C:33]([OH:35])=[O:34])=[O:28])=[CH:25][CH:24]=1)[CH2:4][CH:5]1[CH2:22][NH:21][C:8]2[N:9]=[C:10]([NH2:14])[N:11]=[C:12]([OH:13])[C:7]=2[CH2:6]1 |f:2.3|. Reactants: C(C1=CC=CC=C1)C1(CCC(CC1)OC=1C=C2CCC(OC2=CC1)C1=CC=CC=C1)NS(=O)C(C)(C)C (2-methyl-propane-2-sulfinic acid [1-benzyl-4-(2-phenyl-chroman-6-yloxy)-cyclohexyl]-amide). Solvent: FC(C(=O)O)(F)F (trifluoroacetic acid). Reaction conditions: temperature 130 celsius. The product is C(C1=CC=CC=C1)C1(CCC(CC1)OC=1C=C2CCC(OC2=CC1)C1=CC=CC=C1)N (1-benzyl-4-(2-phenyl-chroman-6-yloxy)-cyclohexylamine). Isolated yield 22.1%. Reaction SMILES: [CH2:1]([C:8]1([NH:31]S(C(C)(C)C)=O)[CH2:13][CH2:12][CH:11]([O:14][C:15]2[CH:16]=[C:17]3[C:22](=[CH:23][CH:24]=2)[O:21][CH:20]([C:25]2[CH:30]=[CH:29][CH:28]=[CH:27][CH:26]=2)[CH2:19][CH2:18]3)[CH2:10][CH2:9]1)[C:2]1[CH:7]=[CH:6][CH:5]=[CH:4][CH:3]=1>FC(F)(F)C(O)=O>[CH2:1]([C:8]1([NH2:31])[CH2:13][CH2:12][CH:11]([O:14][C:15]2[CH:16]=[C:17]3[C:22](=[CH:23][CH:24]=2)[O:21][CH:20]([C:25]2[CH:26]=[CH:27][CH:28]=[CH:29][CH:30]=2)[CH2:19][CH2:18]3)[CH2:10][CH2:9]1)[C:2]1[CH:7]=[CH:6][CH:5]=[CH:4][CH:3]=1. Reported procedure: 120 mg of 2-methyl-propane-2-sulfinic acid [1-benzyl-4-(2-phenyl-chroman-6-yloxy)-cyclohexyl]-amide (0.23 mmol) were dissolved in 2 ml of trifluoroacetic acid in a sealed microwave tube and heated in a microwave reactor for 1 h at 130° C. The solvent was removed under reduced pressure and the resulting residue purified by reversed phase HPLC chromatography. 21 mg of 1-benzyl-4-(2-phenyl-chroman-6-yloxy)-cyclohexylamine were obtained as a solid (17%). The reactants are C(C)OC(=O)C1=CC(C=2C(=CC=C3C(CC(=NC23)C(=O)OC)=O)O1)=O (8-Ethoxycarbonyl-2-methoxy carbonyl-4,10-dioxo-4H,10H-pyrano[2,3-h]-quinoline), [Cl-] (chloride), O (water). The solvent is ClC(C)Cl (dichloroethane). Yields the product C(C)OC(=O)C1=CC(C=2C(=CC=C3C(=CC(=NC23)C(=O)OC)Cl)O1)=O (8-Ethoxycarbonyl-4-chloro-2-methoxycarbonyl-10-oxo-10H-pyrano[2,3-h]quinoline). Isolated yield 66.0%. As a reaction SMILES: [CH2:1]([O:3][C:4]([C:6]1[O:24][C:10]2=[CH:11][CH:12]=[C:13]3[C:18]([N:17]=[C:16]([C:19]([O:21][CH3:22])=[O:20])[CH2:15][C:14]3=O)=[C:9]2[C:8](=[O:25])[CH:7]=1)=[O:5])[CH3:2].[Cl-:26].O>ClC(Cl)C>[CH2:1]([O:3][C:4]([C:6]1[O:24][C:10]2=[CH:11][CH:12]=[C:13]3[C:18]([N:17]=[C:16]([C:19]([O:21][CH3:22])=[O:20])[CH:15]=[C:14]3[Cl:26])=[C:9]2[C:8](=[O:25])[CH:7]=1)=[O:5])[CH3:2]. Reported procedure: The product of step (b) (1.3 g, 3.79 mmole) and phosporyl chloride (0.69 ml) in dry dichloroethane (80 ml) were heated to reflux for 15 minutes. The reaction mixture was then cooled and treated with water. The mixture was extracted with dichloroethane, the organic layer was washed with water, dried, and evaporated to give a brown solid. This was dried in vacuo over P2O5 at 50° C. to give the sub-title compound (0.9 g; 66%). The reactants are C1CCC(CC1)N=C=NC2CCCCC2 (DCC), O (water), C(=O)(OCC1=CC=CC=C1)N[C@@H](CO)C(=O)O (N-Cbz-L-serine), FC1=C(C(=C(C(=C1O)F)F)F)F (pentafluorophenol). The solvent is CN(C)C=O (DMF), CN(C)C=O (DMF). Run at temperature -10 celsius, time 3 hour. The product is FC1=C(C(=C(C(=C1OC([C@@H](NC(=O)OCC1=CC=CC=C1)CO)=O)F)F)F)F (N-Cbz-L-serine pentafluorophenyl ester). RXN SMILES: [C:1]([NH:11][C@H:12]([C:15]([OH:17])=[O:16])[CH2:13][OH:14])([O:3][CH2:4][C:5]1[CH:10]=[CH:9][CH:8]=[CH:7][CH:6]=1)=[O:2].[F:18][C:19]1[C:24](O)=[C:23]([F:26])[C:22]([F:27])=[C:21]([F:28])[C:20]=1[F:29].C1CCC(N=C=NC2CCCCC2)CC1.O>CN(C=O)C>[F:18][C:19]1[C:24]([O:16][C:15](=[O:17])[C@H:12]([CH2:13][OH:14])[NH:11][C:1]([O:3][CH2:4][C:5]2[CH:10]=[CH:9][CH:8]=[CH:7][CH:6]=2)=[O:2])=[C:23]([F:26])[C:22]([F:27])=[C:21]([F:28])[C:20]=1[F:29]. Reported procedure: A mixture of N-Cbz-L-serine (Novabiochem) (100 g, 0.42 mol) and pentafluorophenol (Aldrich) (84.7 g, 0.46 mol) in anhydrous DMF (250 ml) are cooled with stirring under N2 to -10° C. To this solution, a solution of DCC (95.0 g, 0.46 mol) in anhydrous DMF (125 ml) is added over 30 min while keeping the reaction temperature at -10° C. The reaction mixture is stirred at -10° to -5° C. for an additional 30 min and then at room temperature for 3 hours. The reaction mixture is poured into water (3.76 1... Reactants: N12CC(C(CC1)CC2)O (3-Quinuclidinol), C1(=CC=C(C=C1)N=C=O)C (4-tolyl isocyanate). Product: N12CC(C(CC1)CC2)OC(NC2=CC=C(C=C2)C)=O (N-(4-Methylphenyl)carbamic Acid 1-azabicyclo[2.2.2]octan-3-yl Ester). Isolated yield 93.0%. Reaction SMILES: [N:1]12[CH2:8][CH2:7][CH:4]([CH2:5][CH2:6]1)[CH:3]([OH:9])[CH2:2]2.[C:10]1([CH3:19])[CH:15]=[CH:14][C:13]([N:16]=[C:17]=[O:18])=[CH:12][CH:11]=1>>[N:1]12[CH2:8][CH2:7][CH:4]([CH2:5][CH2:6]1)[CH:3]([O:9][C:17](=[O:18])[NH:16][C:13]1[CH:14]=[CH:15][C:10]([CH3:19])=[CH:11][CH:12]=1)[CH2:2]2. Procedure: 3-Quinuclidinol and 4-tolyl isocyanate were used. Filtration of the precipitated solid from the cooled reaction mixture afforded the title compound (93%) as a white solid: mp 186.0-187.5° C.; FAB LRMS m /z (relative intensity, %) 262 (21), 261 ([MH+ ], 100).